This data is from the Open Reaction Database (ORD), a public repository of structured organic reaction records. The task is: describe an organic reaction: reactants, conditions, products, and yield The reactants are Cc1sc(Br)nc1Br, O=C([O-])[O-], CC(C)CC1CNCCN1C(=O)OC(C)(C)C, CCOC(C)=O, [K+], [K+], CN(C)C=O. Yields the product Cc1sc(N2CCN(C(=O)OC(C)(C)C)C(CC(C)C)C2)nc1Br. RXN SMILES: [Br:1][c:2]1[s:3][c:4]([CH3:8])[c:5]([Br:7])[n:6]1.[C:26](=[O:27])([O-:28])[O-:29].[C:9](=[O:10])([O:11][C:12]([CH3:13])([CH3:14])[CH3:15])[N:16]1[CH:17]([CH2:22][CH:23]([CH3:24])[CH3:25])[CH2:18][NH:19][CH2:20][CH2:21]1.[CH3:37][CH2:38][O:39][C:40]([CH3:41])=[O:42].[K+:30].[K+:31].[O:32]=[CH:33][N:34]([CH3:35])[CH3:36]>>[c:2]1([N:19]2[CH2:18][CH:17]([CH2:22][CH:23]([CH3:24])[CH3:25])[N:16]([C:9](=[O:10])[O:11][C:12]([CH3:13])([CH3:14])[CH3:15])[CH2:21][CH2:20]2)[s:3][c:4]([CH3:8])[c:5]([Br:7])[n:6]1. Starting materials: NC1=CC=C(C=C1)N=NC1=CC=C(C2=CC=CC=C12)N(C)C (1-(4-amino-phenylazo)-4-(dimethylamino)naphtalene), C1(=CC=CC2=CC=CC=C12)O (1-naphtol), N(=O)[O-].[Na+] (sodium nitrite), ice. The solvent is Cl (HCl), O (water), [OH-].[Na+].O (NaOH water), O (water), O (water). Reaction conditions: temperature 0 celsius, time 45 minute. The product is CN(C1=CC=C(C2=CC=CC=C12)N=NC1=CC=C(C=C1)N=NC1=CC=C(C2=CC=CC=C12)O)C (1-[4-(4-(Dimethylamino)-naphthylazo)-phenylazo]-4-hydroxy-naphtalene). Yield: 74.2%. Reaction SMILES: [NH2:1][C:2]1[CH:7]=[CH:6][C:5]([N:8]=[N:9][C:10]2[C:19]3[C:14](=[CH:15][CH:16]=[CH:17][CH:18]=3)[C:13]([N:20]([CH3:22])[CH3:21])=[CH:12][CH:11]=2)=[CH:4][CH:3]=1.[N:23]([O-])=O.[Na+].[C:27]1([OH:37])[C:36]2[C:31](=[CH:32][CH:33]=[CH:34][CH:35]=2)[CH:30]=[CH:29][CH:28]=1>Cl.O.[OH-].[Na+].O>[CH3:21][N:20]([CH3:22])[C:13]1[C:14]2[C:19](=[CH:18][CH:17]=[CH:16][CH:15]=2)[C:10]([N:9]=[N:8][C:5]2[CH:6]=[CH:7][C:2]([N:1]=[N:23][C:30]3[C:31]4[C:36](=[CH:35][CH:34]=[CH:33][CH:32]=4)[C:27]([OH:37])=[CH:28][CH:29]=3)=[CH:3][CH:4]=2)=[CH:11][CH:12]=1 |f:1.2,6.7.8|. Reported procedure: 2.9 g of 1-(4-amino-phenylazo)-4-(dimethylamino)naphtalene were dissolved in a mixture of 2.5 ml of HCl 37% and 5 ml of water. The obtained solution was cooled to 0° C., followed by dropwise addition of 0.69 g of sodium nitrite in 3 ml of water, while keeping the reaction temperature below 4° C. After complete addition, stirring was continued for 45 min at about 4° C. and the obtained mixture was then added to an ice-cooled solution of 1.44 g of 1-naphtol in NaOH/water (1.1 g/11 ml, while keepin... Reactants: CCN=C=NCCCN(C)C, CCN(C(C)C)C(C)C, O=C(O)C(F)(F)F, NCC(=O)N1CCN(C(=O)c2ccccc2C(F)(F)F)CC1, CN(C)C=O, O, On1nnc2ccccc21, O=C(O)c1ccc(S(=O)c2ccccc2)cc1. The product is O=C(NCC(=O)N1CCN(C(=O)c2ccccc2C(F)(F)F)CC1)c1ccc(S(=O)c2ccccc2)cc1. As a reaction SMILES: [CH3:27][CH2:28][N:29]=[C:30]=[N:31][CH2:32][CH2:33][CH2:34][N:35]([CH3:36])[CH3:37].[CH:1]([N:2]([CH2:3][CH3:4])[CH:5]([CH3:6])[CH3:7])([CH3:8])[CH3:9].[F:70][C:71]([F:72])([F:73])[C:74]([OH:75])=[O:76].[NH2:48][CH2:49][C:50](=[O:51])[N:52]1[CH2:53][CH2:54][N:55]([C:58]([c:59]2[c:60]([C:65]([F:66])([F:67])[F:68])[cH:61][cH:62][cH:63][cH:64]2)=[O:69])[CH2:56][CH2:57]1.[O:77]=[CH:78][N:79]([CH3:80])[CH3:81].[OH2:82].[OH:38][n:39]1[c:40]2[c:41]([cH:42][cH:43][cH:44][cH:45]2)[n:46][n:47]1.[c:10]1([S:16](=[O:17])[c:18]2[cH:19][cH:20][c:21]([C:22](=[O:23])[OH:24])[cH:25][cH:26]2)[cH:11][cH:12][cH:13][cH:14][cH:15]1>>[c:10]1([S:16](=[O:17])[c:18]2[cH:19][cH:20][c:21]([C:22](=[O:24])[NH:48][CH2:49][C:50](=[O:51])[N:52]3[CH2:53][CH2:54][N:55]([C:58]([c:59]4[c:60]([C:65]([F:66])([F:67])[F:68])[cH:61][cH:62][cH:63][cH:64]4)=[O:69])[CH2:56][CH2:57]3)[cH:25][cH:26]2)[cH:11][cH:12][cH:13][cH:14][cH:15]1. Procedure: N'-t-butyl-N'-(4-chlorobenzoyl)hydrazine was prepared substantially according to the procedure for preparing N'-t-butyl-N'-benzoylhydrazine described for Example 220, Step 3, except 4-chlorobenzoyl chloride was used in place of benzoyl chloride. The product is C(C)(C)(C)N(N)C(C1=CC=C(C=C1)Cl)=O (N'-t-butyl-N'-(4-chlorobenzoyl)hydrazine). As a reaction SMILES: [C:1]([N:5]([C:7](=[O:14])[C:8]1[CH:13]=[CH:12][CH:11]=[CH:10][CH:9]=1)[NH2:6])([CH3:4])([CH3:3])[CH3:2].[Cl:15]C1C=CC(C(Cl)=O)=CC=1>>[C:1]([N:5]([C:7](=[O:14])[C:8]1[CH:9]=[CH:10][C:11]([Cl:15])=[CH:12][CH:13]=1)[NH2:6])([CH3:4])([CH3:2])[CH3:3]. Reactants: C(C)(C)(C)N(N)C(C1=CC=CC=C1)=O (N'-t-butyl-N'-benzoylhydrazine), ClC1=CC=C(C(=O)Cl)C=C1 (4-chlorobenzoyl chloride). Reactants: C(C)(C)(C)OC(=O)NCC1=CC(=C(C=C1)F)C#CCO ((tert-Butoxy)-N--{[4-fluoro-3-(3-hydroxyprop-1-ynyl)phenyl]methyl}carboxamide), C[N+]1(CCOCC1)[O-] (NMO), C(=O)(C(F)(F)F)O (TFA), N1CCOCC1 (morpholine), [BH-](OC(=O)C)(OC(=O)C)OC(=O)C.[Na+] (NaBH(OAc)3). Reagents/catalysts: CCC[N+](CCC)(CCC)CCC.[O-][Ru](=O)(=O)=O (TPAP). The solvent is C(Cl)Cl (CH2Cl2), C(=O)(O)[O-].[Na+] (NaHCO3), C(Cl)Cl (CH2Cl2), C(Cl)Cl (CH2Cl2). Conditions: time 1 hour. Yields the product FC1=C(C=C(C=C1)NC)C#CCN1CCOCC1 ([4-Fluoro-3-(3-morpholin-4-ylprop-1-ynyl)phenyl]-methylamine). Reaction SMILES: C(OC(NC[C:10]1[CH:15]=[CH:14][C:13]([F:16])=[C:12]([C:17]#[C:18][CH2:19]O)[CH:11]=1)=O)(C)(C)C.C[N+:22]1([O-])[CH2:27][CH2:26][O:25][CH2:24][CH2:23]1.[NH:29]1CCOC[CH2:30]1.[BH-](OC(C)=O)(OC(C)=O)OC(C)=O.[Na+].C(O)(C(F)(F)F)=O>C(Cl)Cl.C([O-])(O)=O.[Na+].CCC[N+](CCC)(CCC)CCC.[O-][Ru](=O)(=O)=O>[F:16][C:13]1[CH:14]=[CH:15][C:10]([NH:29][CH3:30])=[CH:11][C:12]=1[C:17]#[C:18][CH2:19][N:22]1[CH2:27][CH2:26][O:25][CH2:24][CH2:23]1 |f:3.4,7.8,9.10|. Procedure details: To a mixture of (tert-butoxy)-N-{[4-fluoro-3-(3-hydroxyprop-1-ynyl)phenyl]methyl}carboxamide (0.23 g, 0.82 mmol) (Step B) and NMO (0.14 g, 1.3 mmol) was added catalytic amount of TPAP. The resulting mixture was stirred for 1 h at RT, then filtered over a short pad of SiO2 and concentrated. To a solution of the residue and morpholine (0.1 mL, 1.2 mmol) in CH2Cl2 was added excess NaBH(OAc)3. The resulting solution was stirred for 16 h, diluted with CH2Cl2 and saturated aq. NaHCO3 solution. The org... Starting materials: ClCCCCC1(C(NC2=CC=C(C=C12)C)=O)CC (3-(4-chlorobutyl)-3-ethyl-5-methyl-1,3-dihydro-2H-indol-2-one), ClC1=CC=C(C=C1)N1CCNCC1 (1-(4-chloro-phenyl)-piperazine). Product: ClC1=CC=C(C=C1)N1CCN(CC1)CCCCC1(C(NC2=CC=C(C=C12)C)=O)CC (3-{4-[4-(4-Chlorophenyl)-piperazin-1-yl]-butyl}-3-ethyl-5-methyl-1,3-dihydro-2H-indol-2-one). RXN SMILES: Cl[CH2:2][CH2:3][CH2:4][CH2:5][C:6]1([CH2:17][CH3:18])[C:14]2[C:9](=[CH:10][CH:11]=[C:12]([CH3:15])[CH:13]=2)[NH:8][C:7]1=[O:16].[Cl:19][C:20]1[CH:25]=[CH:24][C:23]([N:26]2[CH2:31][CH2:30][NH:29][CH2:28][CH2:27]2)=[CH:22][CH:21]=1>>[Cl:19][C:20]1[CH:21]=[CH:22][C:23]([N:26]2[CH2:31][CH2:30][N:29]([CH2:2][CH2:3][CH2:4][CH2:5][C:6]3([CH2:17][CH3:18])[C:14]4[C:9](=[CH:10][CH:11]=[C:12]([CH3:15])[CH:13]=4)[NH:8][C:7]3=[O:16])[CH2:28][CH2:27]2)=[CH:24][CH:25]=1. Procedure details: The title compound is prepared according to process H by applying processing method 1 starting from 3-(4-chlorobutyl)-3-ethyl-5-methyl-1,3-dihydro-2H-indol-2-one and 1-(4-chloro-phenyl)-piperazine. Product: CC1=CC=C2C(=N1)OCCO2 (6-methyl-2,3-dihydro-[1,4]dioxino[2,3-b]pyridine). Solvent: CN(C)C=O (DMF). Conditions: temperature 100 celsius, time 8 hour. As a reaction SMILES: I[C:2]1[C:7]([O:8][CH2:9][CH2:10][OH:11])=[CH:6][CH:5]=[C:4]([CH3:12])[N:3]=1.[H-].[Na+]>CN(C=O)C.[O-]S([O-])(=O)=O.[Cu+2]>[CH3:12][C:4]1[N:3]=[C:2]2[O:11][CH2:10][CH2:9][O:8][C:7]2=[CH:6][CH:5]=1 |f:1.2,4.5|. Reactants: IC1=NC(=CC=C1OCCO)C (2-(2-iodo-6-methylpyridin-3-yloxy)ethanol), [H-].[Na+] (NaH), Cu. Reagents/catalysts: [O-]S(=O)(=O)[O-].[Cu+2] (CuSO4). Isolated yield 15.9%. Procedure: To a stirred solution of 2-(2-iodo-6-methylpyridin-3-yloxy)ethanol (350 g, 1.25 mol) in anhydrous DMF (3.5 L) was added NaH (60 g, 1.5 mol), Cu (33.7 g, 0.53 mol) and CuSO4 (100 g, 0.63 mol) at 0° C. After the addition, the mixture was stirred at 100° C. overnight. After cooling, the solvent was removed in vacuo and the residue was diluted with water (1.5 L). The aqueous solution was extracted with CH2Cl2 (3×350 mL). The combined organic layers were washed with brine (2×100 mL), dried over anhyd... The reactants are Cl.Cl.[C@H]1(CCCN2CCCC[C@H]12)CN1CCC(CC1)NC(=O)C=1NC2=CC=CC(=C2C1)OCC1=COC2=C1C=C(C=C2)Cl (4-(5-chloro-benzofuran-3-ylmethoxy)-1H-indole-2-carboxylic acid {1-[(1S,9aR)-1-(octahydro-quinolizin-1-yl)methyl]-piperidin-4-yl}-amide dihydrochloride), NC1=CC=C(C=C1)CCO (2-(4-amino-phenyl)-ethanol). Yields the product OCCC1=CC=C(C=C1)NC(=O)C=1NC2=CC=CC(=C2C1)OCC1=COC2=C1C=C(C=C2)Cl (4-(5-chloro-benzofuran-3-ylmethoxy)-1H-indole-2-carboxylic acid [4-(2-hydroxy-ethyl)-phenyl]-amide). As a reaction SMILES: Cl.Cl.[C@H]1(CN2C[CH2:18][CH:17]([NH:20][C:21]([C:23]3[NH:24][C:25]4[C:30]([CH:31]=3)=[C:29]([O:32][CH2:33][C:34]3[C:38]5[CH:39]=[C:40]([Cl:43])[CH:41]=[CH:42][C:37]=5[O:36][CH:35]=3)[CH:28]=[CH:27][CH:26]=4)=[O:22])[CH2:16][CH2:15]2)[C@@H]2N(CCCC2)CCC1.NC1C=C[C:48]([CH2:51][CH2:52][OH:53])=[CH:47]C=1>>[OH:53][CH2:52][CH2:51][C:48]1[CH:15]=[CH:16][C:17]([NH:20][C:21]([C:23]2[NH:24][C:25]3[C:30]([CH:31]=2)=[C:29]([O:32][CH2:33][C:34]2[C:38]4[CH:39]=[C:40]([Cl:43])[CH:41]=[CH:42][C:37]=4[O:36][CH:35]=2)[CH:28]=[CH:27][CH:26]=3)=[O:22])=[CH:18][CH:47]=1 |f:0.1.2|. Procedure: This compound is synthesized analogously to example 42 from 4-(5-Chloro-benzofuran-3-ylmethoxy)-1H-indole-2-carboxylic acid (97) and 2-(4-amino-phenyl)-ethanol.